Dataset: the Open Reaction Database (ORD), a public repository of structured organic reaction records. Task: describe an organic reaction: reactants, conditions, products, and yield Reactants: CNS(=O)(=O)c1ccc(C2Nc3ccc(C(=O)OC)cc3CC2(C)C)cc1, CO, [Na+], [OH-], O. Product: CNS(=O)(=O)c1ccc(C2Nc3ccc(C(=O)O)cc3CC2(C)C)cc1. As a reaction SMILES: [CH3:1][C:2]1([CH3:27])[CH:3]([c:16]2[cH:17][cH:18][c:19]([S:22]([NH:23][CH3:24])(=[O:25])=[O:26])[cH:20][cH:21]2)[NH:4][c:5]2[cH:6][cH:7][c:8]([C:12](=[O:13])[O:14][CH3:15])[cH:9][c:10]2[CH2:11]1.[CH3:30][OH:31].[Na+:29].[OH-:28].[OH2:32]>>[CH3:1][C:2]1([CH3:27])[CH:3]([c:16]2[cH:17][cH:18][c:19]([S:22]([NH:23][CH3:24])(=[O:25])=[O:26])[cH:20][cH:21]2)[NH:4][c:5]2[cH:6][cH:7][c:8]([C:12](=[O:13])[OH:14])[cH:9][c:10]2[CH2:11]1.